Dataset: the Open Reaction Database (ORD), a public repository of structured organic reaction records. Task: describe an organic reaction: reactants, conditions, products, and yield Starting materials: OC1C2ON(CC1(OC2N2C(N=C(C=C2)NC(C2=CC=CC=C2)=O)=O)CO)C(COC2=CC=CC=C2)=O (N-{1-[8-Hydroxy-5-hydroxymethyl-3-(2-phenoxy-acetyl)-2,6-dioxa-3-aza-bicyclo [3.2.1]oct-7-yl]-2-oxo-1,2-dihydro-pyrimidin-4-yl}-benzamide), 4-N,N-dimethylaminopyridine, COC1=CC=C(C(C2=CC=C(C=C2)OC)(C2=CC=CC=C2)Cl)C=C1 (4,4′-dimethoxytrityl chloride). Solvent: N1=CC=CC=C1 (pyridine). Reaction conditions: time 6 hour. The product is COC1=CC=C(C=C1)C(OC(C12CN(OC(C(O1)N1C(N=C(C=C1)NC(C1=CC=CC=C1)=O)=O)C2O)C(COC2=CC=CC=C2)=O)C2=CC=CC=C2)C2=CC=C(C=C2)OC (N-{1-[5-[Bis-(4-methoxy-phenyl)-phenyl-methoxymethyl]-8-hydroxy-3-(2-phenoxy-acetyl)-2,6-dioxa-3-aza-bicyclo[3.2.1]oct-7-yl]-2-oxo-1,2-dihydro-pyrimidin-4-yl}-benzamide). The yield is 165.1%. As a reaction SMILES: [OH:1][CH:2]1[C:7]2([CH2:26][OH:27])[O:8][CH:9]([N:10]3[CH:15]=[CH:14][C:13]([NH:16][C:17](=[O:24])[C:18]4[CH:23]=[CH:22][CH:21]=[CH:20][CH:19]=4)=[N:12][C:11]3=[O:25])[CH:3]1[O:4][N:5]([C:28](=[O:37])[CH2:29][O:30][C:31]1[CH:36]=[CH:35][CH:34]=[CH:33][CH:32]=1)[CH2:6]2.[CH3:38][O:39][C:40]1[CH:61]=[CH:60][C:43]([C:44](Cl)(C2C=CC=CC=2)[C:45]2[CH:50]=[CH:49][C:48]([O:51][CH3:52])=[CH:47][CH:46]=2)=[CH:42][CH:41]=1>N1C=CC=CC=1>[CH3:52][O:51][C:48]1[CH:47]=[CH:46][C:45]([CH:44]([C:43]2[CH:42]=[CH:41][C:40]([O:39][CH3:38])=[CH:61][CH:60]=2)[O:27][CH:26]([C:18]2[CH:23]=[CH:22][CH:21]=[CH:20][CH:19]=2)[C:7]23[CH:2]([OH:1])[CH:3]([CH:9]([N:10]4[CH:15]=[CH:14][C:13]([NH:16][C:17](=[O:24])[C:18]5[CH:19]=[CH:20][CH:21]=[CH:22][CH:23]=5)=[N:12][C:11]4=[O:25])[O:8]2)[O:4][N:5]([C:28](=[O:37])[CH2:29][O:30][C:31]2[CH:36]=[CH:35][CH:34]=[CH:33][CH:32]=2)[CH2:6]3)=[CH:50][CH:49]=1. Reported procedure: To a solution of Compound 67 (1.80 g, 3.54 mmol) in anhydrous pyridine (15 mL) was added 4-N,N-dimethylaminopyridine (65 mg, 0.53 mmol) and 4,4′-dimethoxytrityl chloride (2.04 g, 6.02 mmol). After stirring at room temperature for 6 hours the reaction mixture was quenched with methanol and concentrated in vacuo. The residue was dissolved in CH2Cl2 (300 mL), washed with saturated aqueous NaHCO3, dried over Na2SO4, filtered, and evaporated. Purification by silica gel chromatography (2% methanol in ... The reactants are [O-]P(=O)([O-])[O-].[K+].[K+].[K+] (K3PO4), C(CO)O (ethylene glycol), Cl (HCl), C(C1=CC=CC=C1)N (benzylamine), IC1=C(C(=O)O)C=CC=C1 (2-iodobenzoic acid). The reagents and catalysts are [Cu]I (copper(I) iodide). Solvent: O (Water), CC(C)O (2-propanol), C(C)OCC (Diethyl ether). Product: C(C1=CC=CC=C1)NC1=C(C(=O)O)C=CC=C1 (2-(N-benzyl)aminobenzoic acid). Yield: 70.8%. RXN SMILES: [O-]P([O-])([O-])=O.[K+].[K+].[K+].[CH2:9]([NH2:16])[C:10]1[CH:15]=[CH:14][CH:13]=[CH:12][CH:11]=1.I[C:18]1[CH:26]=[CH:25][CH:24]=[CH:23][C:19]=1[C:20]([OH:22])=[O:21].C(O)CO.Cl>[Cu]I.C(OCC)C.O.CC(O)C>[CH2:9]([NH:16][C:18]1[CH:26]=[CH:25][CH:24]=[CH:23][C:19]=1[C:20]([OH:22])=[O:21])[C:10]1[CH:15]=[CH:14][CH:13]=[CH:12][CH:11]=1 |f:0.1.2.3|. Reported procedure: The general procedure under argon was followed using copper(I) iodide (10 mg, 0.05 mmol), K3PO4 (636 mg, 3.00 mmol), benzylamine (131 μL, 1.20 mmol), 2-iodobenzoic acid (248 mg, 1.00 mmol), ethylene glycol (111 μL, 2.00 mmol) and 2-propanol (1.0 mL). After heated for a specified duration, the reaction was allowed to reach room temperature. Water and diluted HCl (10%) was added until ˜pH 3. Diethyl ether (2 mL) was added and the organic layer was analyzed by tlc. The reaction mixture was further ... As a reaction SMILES: [C:26]([c:27]1[nH:28][cH:29][cH:30][n:31]1)([c:32]1[nH:33][cH:34][cH:35][n:36]1)=[O:37].[CH3:1][O:2][c:3]1[cH:4][c:5]([CH:11]([CH2:12][C:13](=[O:14])[OH:15])[N:16]2[C:17](=[O:25])[c:18]3[cH:19][cH:20][cH:21][cH:22][c:23]3[CH2:24]2)[cH:6][cH:7][c:8]1[O:9][CH3:10].[ClH:38].[NH2:39][OH:40].[O:41]1[CH2:42][CH2:43][CH2:44][CH2:45]1>>[CH3:1][O:2][c:3]1[cH:4][c:5]([CH:11]([CH2:12][C:13](=[O:14])[NH:39][OH:40])[N:16]2[C:17](=[O:25])[c:18]3[cH:19][cH:20][cH:21][cH:22][c:23]3[CH2:24]2)[cH:6][cH:7][c:8]1[O:9][CH3:10]. Starting materials: O=C(c1ncc[nH]1)c1ncc[nH]1, COc1ccc(C(CC(=O)O)N2Cc3ccccc3C2=O)cc1OC, Cl, NO, C1CCOC1. Product: COc1ccc(C(CC(=O)NO)N2Cc3ccccc3C2=O)cc1OC.